describe an organic reaction: reactants, conditions, products, and yield From a dataset of the Open Reaction Database (ORD), a public repository of structured organic reaction records. Starting materials: C1(CCC(=O)O1)=O (succinic anhydride), C1(CC1)N1C=C(C(C2=CC(=C(C(=C12)F)N1CCNCC1)F)=O)C(=O)O (1-cyclopropyl-6,8-difluoro-7-(piperazin-1-yl)-1,4-dihydro-4-oxoquinoline-3-carboxylic acid), Cl (hydrochloric acid). The solvent is O1CCOCC1 (dioxane), O (water), [OH-].[Na+] (sodium hydroxide), [OH-].[Na+] (sodium hydroxide), O (water). Conditions: time 12 hour. Product: C(=O)(O)CCC(=O)N1CCN(CC1)C1=C(C=C2C(C(=CN(C2=C1F)C1CC1)C(=O)O)=O)F (7-[4-(3-carboxypropionyl)-piperazin-1-yl]-1-cyclopropyl-6,8-difluoro-1,4-dihydro-4-oxoquinoline-3-carboxylic acid). The yield is 55.7%. As a reaction SMILES: [CH:1]1([N:4]2[C:13]3[C:8](=[CH:9][C:10]([F:21])=[C:11]([N:15]4[CH2:20][CH2:19][NH:18][CH2:17][CH2:16]4)[C:12]=3[F:14])[C:7](=[O:22])[C:6]([C:23]([OH:25])=[O:24])=[CH:5]2)[CH2:3][CH2:2]1.[C:26]1(=[O:32])[O:31][C:29](=[O:30])[CH2:28][CH2:27]1.Cl>[OH-].[Na+].O.O1CCOCC1>[C:29]([CH2:28][CH2:27][C:26]([N:18]1[CH2:17][CH2:16][N:15]([C:11]2[C:12]([F:14])=[C:13]3[C:8]([C:7](=[O:22])[C:6]([C:23]([OH:25])=[O:24])=[CH:5][N:4]3[CH:1]3[CH2:2][CH2:3]3)=[CH:9][C:10]=2[F:21])[CH2:20][CH2:19]1)=[O:32])([OH:31])=[O:30] |f:3.4|. Reported procedure: 3.5 g (0.01 mol) of 1-cyclopropyl-6,8-difluoro-7-(piperazin-1-yl)-1,4-dihydro-4-oxoquinoline-3-carboxylic acid are dissolved in a mixture of 0.4 g of sodium hydroxide in 20 ml of water, and a solution of 1 g of succinic anhydride in 10 ml of dioxane, and a solution of 0.4 g of sodium hydroxide in 10 ml of water, are simultaneously added dropwise at 20° C. After standing for 12 hours, the mixture is adjusted to pH 5 with 2N hydrochloric acid, and the precipitate is filtered off under suction, was... The reactants are solid, ClC1=CC=C(C(=CC#N)NCC=O)C=C1 (p-chloro-β-[(formylmethyl)amino]cinnamonitrile), diethyl acetal. Run in FC(C(=O)O)(F)F (trifluoroacetic acid). Reaction conditions: time 30 minute. Product: ClC1=CC=C(C=C1)C=1NC=CC1C#N (2(p-Chlorophenyl)-pyrrole-3-carbonitrile). Reaction SMILES: [Cl:1][C:2]1[CH:15]=[CH:14][C:5]([C:6]([NH:10][CH2:11][CH:12]=O)=[CH:7][C:8]#[N:9])=[CH:4][CH:3]=1>FC(F)(F)C(O)=O>[Cl:1][C:2]1[CH:15]=[CH:14][C:5]([C:6]2[NH:10][CH:11]=[CH:12][C:7]=2[C:8]#[N:9])=[CH:4][CH:3]=1. Reported procedure: To 108 mL of trifluoroacetic acid stirred at 23° C. is added 54.00 g (0.183 mol) of solid p-chloro-β-[(formylmethyl)amino]cinnamonitrile, diethyl acetal over a period of 45 minutes. This addition produced an exotherm to 38° C. and, 32 minutes into the addition, a solid started to precipitate. After stirring at room temperature for 30 minutes, the reaction mixture is vacuum filtered and the collected solid is washed first with trifluoroacetic acid, secondly with an ethyl acetate-hexane mixture, a...